This data is from the Open Reaction Database (ORD), a public repository of structured organic reaction records. The task is: describe an organic reaction: reactants, conditions, products, and yield Starting materials: CC(C)C(=O)Cl, CC(C)(C)O, ClCCl, c1ccncc1. Product: CC(C)C(=O)OC(C)(C)C. As a reaction SMILES: [C:1]([CH:2]([CH3:3])[CH3:4])(=[O:5])[Cl:6].[CH3:13][C:14]([CH3:15])([CH3:16])[OH:17].[Cl:18][CH2:19][Cl:20].[cH:7]1[cH:8][cH:9][n:10][cH:11][cH:12]1>>[C:1]([CH:2]([CH3:3])[CH3:4])(=[O:5])[O:17][C:14]([CH3:13])([CH3:15])[CH3:16]. Reactants: C(C1=CC(C(=O)OC2CC(N(C(C2)(C)C)O)(C)C)=CC=C1)(=O)OC1CC(N(C(C1)(C)C)O)(C)C (bis(1-oxyl-2,2,6,6-tetramethylpiperidin-4-yl) isophthalate), C(C=C)(=O)OC1CC(N(C(C1)(C)C)OC)(C)C (1-methoxy-2,2,6,6-tetramethylpiperidin-4-yl acrylate). Product: C(C1=CC(C(=O)OC2CC(N(C(C2)(C)C)OCCC(=O)OC2CC(N(C(C2)(C)C)OC)(C)C)(C)C)=CC=C1)(=O)OC1CC(N(C(C1)(C)C)OCCC(=O)OC1CC(N(C(C1)(C)C)OC)(C)C)(C)C (Bis[1-(2-[1-methoxy-2,2,6,6-tetramethylpiperidin-4-yloxycarbonyl]- ethoxy)-2,2,6,6-tetramethylpiperidin-4-yl] Isophthalate). Yield: 31.0%. As a reaction SMILES: [C:1]([O:23][CH:24]1[CH2:29][C:28]([CH3:31])([CH3:30])[N:27]([OH:32])[C:26]([CH3:34])([CH3:33])[CH2:25]1)(=[O:22])[C:2]1[CH:21]=[CH:20][CH:19]=[C:4]([C:5]([O:7][CH:8]2[CH2:13][C:12]([CH3:15])([CH3:14])[N:11]([OH:16])[C:10]([CH3:18])([CH3:17])[CH2:9]2)=[O:6])[CH:3]=1.[C:35]([O:39][CH:40]1[CH2:45][C:44]([CH3:47])([CH3:46])[N:43]([O:48][CH3:49])[C:42]([CH3:51])([CH3:50])[CH2:41]1)(=[O:38])[CH:36]=[CH2:37]>>[C:5]([O:7][CH:8]1[CH2:13][C:12]([CH3:14])([CH3:15])[N:11]([O:16][CH2:37][CH2:36][C:35]([O:39][CH:40]2[CH2:41][C:42]([CH3:50])([CH3:51])[N:43]([O:48][CH3:49])[C:44]([CH3:46])([CH3:47])[CH2:45]2)=[O:38])[C:10]([CH3:18])([CH3:17])[CH2:9]1)(=[O:6])[C:4]1[CH:19]=[CH:20][CH:21]=[C:2]([C:1]([O:23][CH:24]2[CH2:25][C:26]([CH3:34])([CH3:33])[N:27]([O:32][CH2:37][CH2:36][C:35]([O:39][CH:40]3[CH2:41][C:42]([CH3:51])([CH3:50])[N:43]([O:48][CH3:49])[C:44]([CH3:46])([CH3:47])[CH2:45]3)=[O:38])[C:28]([CH3:31])([CH3:30])[CH2:29]2)=[O:22])[CH:3]=1. Reported procedure: The title compound is prepared in a 31% yield as a colorless glass from bis(1-oxyl-2,2,6,6-tetramethylpiperidin-4-yl) isophthalate and 1-methoxy-2,2,6,6-tetramethylpiperidin-4-yl acrylate according to the general procedure of Example 12. The reaction is reduced from five days to 48 hours in this case. The reactants are C(C)(C)(C)OC(NC1=C(C=C(C=C1)C1CC1)[N+](=O)[O-])=O ((4-Cyclopropyl-2-nitro-phenyl)-carbamic acid tert.-butyl ester), O.O.Cl[Sn]Cl (SnCl2.2H2O). Product: C(C)(C)(C)OC(NC1=C(C=C(C=C1)C1CC1)N)=O ((2-Amino-4-cyclopropyl-phenyl)-carbamic acid tert.-butyl ester). As a reaction SMILES: [C:1]([O:5][C:6](=[O:20])[NH:7][C:8]1[CH:13]=[CH:12][C:11]([CH:14]2[CH2:16][CH2:15]2)=[CH:10][C:9]=1[N+:17]([O-])=O)([CH3:4])([CH3:3])[CH3:2].O.O.Cl[Sn]Cl>>[C:1]([O:5][C:6](=[O:20])[NH:7][C:8]1[CH:13]=[CH:12][C:11]([CH:14]2[CH2:16][CH2:15]2)=[CH:10][C:9]=1[NH2:17])([CH3:4])([CH3:2])[CH3:3] |f:1.2.3|. Reported procedure: Prepared from (4-cyclopropyl-2-nitro-phenyl)-carbamic acid tert.-butyl ester (Example A3) by reduction with SnCl2.2H2O according to the general procedure G (method b). Obtained as a dark solid (1.96 g). The reactants are O (water), C(CCC)[Li] (n-butyllithium), CC(C)C=1C(=C(CC1)C(C)C)C(C)C (tri-(2-propyl)cyclopentadiene), S(=O)(=O)(OCCN(C)C)C1=CC=C(C)C=C1 ((dimethylaminoethyl) tosylate). Run in C1CCOC1 (THF). Reaction conditions: time 2 hour. The product is CN(C)CCC1=C(C(=C(C1)C(C)C)C(C)C)C(C)C ((dimethylaminoethyl)tri(2-propyl)cyclopentadiene). RXN SMILES: C([Li])CCC.[CH3:6][CH:7]([C:9]1[C:10]([CH:17]([CH3:19])[CH3:18])=[C:11]([CH:14]([CH3:16])[CH3:15])[CH2:12][CH:13]=1)[CH3:8].S(C1C=CC(C)=CC=1)(O[CH2:24][CH2:25][N:26]([CH3:28])[CH3:27])(=O)=O.O>C1COCC1>[CH3:27][N:26]([CH2:25][CH2:24][C:13]1[CH2:12][C:11]([CH:14]([CH3:16])[CH3:15])=[C:10]([CH:17]([CH3:19])[CH3:18])[C:9]=1[CH:7]([CH3:6])[CH3:8])[CH3:28]. Reported procedure: In a dry 500 mL three-necked flask with a magnetic stirrer, a solution of 62.5 mL of n-butyllithium (1.6M in n-hexane; 100 mmol) was added under a dry nitrogen atmosphere to a solution of 19.2 g (100 mmol) of tri-(2-propyl)cyclopentadiene in 250 mL of THF at -60° C. After heating to room temperature (in approximately 1 hour) stirring continued for a further 2 hours. After cooling to -60° C., a solution of (dimethylaminoethyl) tosylate (105 mmol) prepared in situ was added over a period of 5 minu... Reactants: NC1=CC(=C(C#N)C=C1NC)F (4-amino-2-fluoro-5-methylamino-benzonitrile), FC=1C=C(C=NC1)C=O (5-Fluoro-pyridine-3-carbaldehyde), OOS(=O)[O-].[K+] (OXONE), monopersulphate. Solvent: CN(C)C=O (DMF), O (H2O), C(=O)([O-])[O-].[K+].[K+] (K2CO3). Reaction conditions: time 5 hour. Yields the product FC1=CC2=C(N(C(=N2)C=2C=NC=C(C2)F)C)C=C1C#N (5-fluoro-2-(5-fluoropyridin-3-yl)-1-methyl-1H-benzimidazole-6-carbonitrile). RXN SMILES: [NH2:1][C:2]1[C:9]([NH:10][CH3:11])=[CH:8][C:5]([C:6]#[N:7])=[C:4]([F:12])[CH:3]=1.[F:13][C:14]1[CH:15]=[C:16]([CH:20]=O)[CH:17]=[N:18][CH:19]=1.OOS([O-])=O.[K+]>CN(C=O)C.O.C([O-])([O-])=O.[K+].[K+]>[F:12][C:4]1[C:5]([C:6]#[N:7])=[CH:8][C:9]2[N:10]([CH3:11])[C:20]([C:16]3[CH:17]=[N:18][CH:19]=[C:14]([F:13])[CH:15]=3)=[N:1][C:2]=2[CH:3]=1 |f:2.3,6.7.8|. Procedure: To a solution of 4-amino-2-fluoro-5-methylamino-benzonitrile (0.15 g, 0.00090 mol) and 5-Fluoro-pyridine-3-carbaldehyde (0.11 g, 0.0090 mol) in DMF (5 mL) and H2O (2 mL) was added OXONE® monopersulphate (0.19 g, 0.0012 mol). The reaction mixture was stirred at room temperature for 5 h, and was diluted with 10% K2CO3 solution to PH˜8-10 and extracted with EtOAc (3×30 mL). The combined organic layers were washed with brine, dried over Na2SO4 and concentrated under vacuum to afford the crude compou... Reactants: O (water), [Li] (lithium), C(#N)C1=C(C=O)C=CC=C1 (2-cyanobenzaldehyde), [Br-].O1C(OCC1)C[P+](C1=CC=CC=C1)(C1=CC=CC=C1)C1=CC=CC=C1 ((1,3-dioxolan-2-yl-methyl)-triphenyl phosphonium bromide). The solvent is CO (methanol), CN(C=O)C (dimethylformamide). Conditions: temperature 85 celsius, time 6 hour. The product is C(#N)C1=C(/C=C/C=O)C=CC=C1 (2-cyano-(E)-cinnamaldehyde). The yield is 45.0%. Reaction SMILES: [Li].[C:2]([C:4]1[CH:11]=[CH:10][CH:9]=[CH:8][C:5]=1[CH:6]=O)#[N:3].[Br-].[O:13]1CCO[CH:14]1[CH2:18][P+](C1C=CC=CC=1)(C1C=CC=CC=1)C1C=CC=CC=1.O>CO.CN(C)C=O>[C:2]([C:4]1[CH:11]=[CH:10][CH:9]=[CH:8][C:5]=1/[CH:6]=[CH:18]/[CH:14]=[O:13])#[N:3] |f:2.3,^1:0|. Procedure details: A solution of lithium (77 mg) in methanol (30 ml) was added during 2 hours to a stirred suspension of 2-cyanobenzaldehyde and (1,3-dioxolan-2-yl-methyl)-triphenyl phosphonium bromide (4.71 g) in dimethylformamide (34 ml) at 85° C. The mixture was stirred at 85° C. for 6 hours, allowed to cool and poured into water (450 ml). The reaction mixture was extracted with diethyl ether (3×120 ml) and the combined ether extracts washed with saturated brine, dried (MgSO4) and evaporated. The residue was di... Reactants: CCCCc1cn(C(C)(C)C)sc1=NC(=O)C1(C)CCC(C(=O)O)C1(C)C, CCCN, Cl. Yields the product CCCCc1cn(C(C)(C)C)sc1=NC(=O)C1(C)CCC(C(=O)NCCC)C1(C)C. Reaction SMILES: [CH2:1]([CH2:2][CH2:3][CH3:4])[c:5]1[cH:6][n:7]([C:24]([CH3:25])([CH3:26])[CH3:27])[s:8][c:9]1=[N:10][C:11](=[O:12])[C:13]1([CH3:23])[C:14]([CH3:21])([CH3:22])[CH:15]([C:18](=[O:19])[OH:20])[CH2:16][CH2:17]1.[CH2:29]([CH2:30][CH3:31])[NH2:32].[ClH:28]>>[CH2:1]([CH2:2][CH2:3][CH3:4])[c:5]1[cH:6][n:7]([C:24]([CH3:25])([CH3:26])[CH3:27])[s:8][c:9]1=[N:10][C:11](=[O:12])[C:13]1([CH3:23])[C:14]([CH3:21])([CH3:22])[CH:15]([C:18](=[O:20])[NH:32][CH2:29][CH2:30][CH3:31])[CH2:16][CH2:17]1.